Dataset: the Open Reaction Database (ORD), a public repository of structured organic reaction records. Task: describe an organic reaction: reactants, conditions, products, and yield The reactants are C[C@H](CCC(=O)OC)[C@H]1CC[C@@H]2[C@@]1([C@H](C[C@H]3[C@H]2CC[C@H]4[C@@]3(CC[C@H](C4)O)C)O)C (methyl deoxycholate), O (Water), resultant mixture. The solvent is C1CCOC1 (THF), C1CCOC1 (THF). The product is O[C@H]1C[C@H]2CC[C@H]3[C@@H]4CC[C@H]([C@@H](CCCO)C)[C@]4([C@H](C[C@@H]3[C@]2(CC1)C)O)C (3α,12α,24-trihydroxy-5β-cholane). Isolated yield 103.5%. Reaction SMILES: [CH3:1][C@@H:2]([C@@H:9]1[C@@:13]2([CH3:29])[C@@H:14]([OH:28])[CH2:15][C@@H:16]3[C@@:21]4([CH3:27])[CH2:22][CH2:23][C@@H:24]([OH:26])[CH2:25][C@H:20]4[CH2:19][CH2:18][C@H:17]3[C@@H:12]2[CH2:11][CH2:10]1)[CH2:3][CH2:4][C:5](OC)=[O:6].O>C1COCC1>[OH:26][C@@H:24]1[CH2:23][CH2:22][C@@:21]2([CH3:27])[C@H:20]([CH2:19][CH2:18][C@@H:17]3[C@@H:16]2[CH2:15][C@H:14]([OH:28])[C@@:13]2([CH3:29])[C@H:12]3[CH2:11][CH2:10][C@@H:9]2[C@H:2]([CH3:1])[CH2:3][CH2:4][CH2:5][OH:6])[CH2:25]1. Procedure: A suspension of LiA1H4 (0.15 g, 3 mols. equiv.) in dry THF (25 ml) was stirred under nitrogen whilst standing in an ice/methanol bath. Methyl deoxycholate (5b) (0.5 g, 1.2 mmol) in dry THF (30 ml) was then added dropwise and the resultant mixture stirred at ambient temperature for 2.5 hours. Water was then introduced carefully to the mixture until all the excess LiA1H4 had been destroyed. The resultant mixture was acidified with 2M HCl and extracted into EtOAc (3×). The combined organic extracts...